Dataset: the Open Reaction Database (ORD), a public repository of structured organic reaction records. Task: describe an organic reaction: reactants, conditions, products, and yield Starting materials: [BH3-]C#N.[Na+] (NaBH3CN), [BH3-]C#N.[Na+] (NaBH3CN), ice, BrC1=C2C=CN(C2=CC=C1)S(=O)(=O)C1=C(C=CC(=C1)C)OC (4-bromo-1-[(2-methoxy-5-methylphenyl)sulfonyl]-1H-indole), BrC1=C2C=CN(C2=CC=C1)S(=O)(=O)C1=C(C=CC(=C1)C)OC (4-bromo-1-[(2-methoxy-5-methylphenyl)sulfonyl]-1H-indole). Conditions: time 15 minute. Product: BrC1=C2CCN(C2=CC=C1)S(=O)(=O)C1=C(C=CC(=C1)C)OC (4-Bromo-1-[(2-methoxy-5-methylphenyl)sulfonyl]indoline). Yield: 80.8%. RXN SMILES: [BH3-]C#N.[Na+].[Br:5][C:6]1[CH:14]=[CH:13][CH:12]=[C:11]2[C:7]=1[CH:8]=[CH:9][N:10]2[S:15]([C:18]1[CH:23]=[C:22]([CH3:24])[CH:21]=[CH:20][C:19]=1[O:25][CH3:26])(=[O:17])=[O:16]>>[Br:5][C:6]1[CH:14]=[CH:13][CH:12]=[C:11]2[C:7]=1[CH2:8][CH2:9][N:10]2[S:15]([C:18]1[CH:23]=[C:22]([CH3:24])[CH:21]=[CH:20][C:19]=1[O:25][CH3:26])(=[O:16])=[O:17] |f:0.1|. Reported procedure: NaBH3CN (480 mg, 7.63 mmol) was added portionwise, under N2, to ice cold TFA (15 mL). The mixture was stirred for 15 min. and 4-bromo-1-[(2-methoxy-5-methylphenyl)sulfonyl]-1H-indole (645 mg, 1.70 mmol; Intermediate 6) was added in portions. The mixture was allowed to attain rt. and stirred 1.5 h. Additional NaBH3CN (480 mg, 7.63 mmol) was added with continuous stirring 1 h. The reaction mixture was quenched with water (30 mL) and extracted twice with DCM. The DCM layers were combined and extrac... Reactants: COC(=O)C1=CNC2=CC=CC=C12 (1H-indole-3-carboxylic acid methyl ester), [N+](=O)([O-])C1=CC=C(CBr)C=C1 (4-nitrobenzyl bromide). Yields the product COC(=O)C1=CN(C2=CC=CC=C12)CC1=CC=C(C=C1)[N+](=O)[O-] (1-(4-Nitro-benzyl)-1H-indole-3-carboxylic acid methyl ester). As a reaction SMILES: [CH3:1][O:2][C:3]([C:5]1[C:13]2[C:8](=[CH:9][CH:10]=[CH:11][CH:12]=2)[NH:7][CH:6]=1)=[O:4].[N+:14]([C:17]1[CH:24]=[CH:23][C:20]([CH2:21]Br)=[CH:19][CH:18]=1)([O-:16])=[O:15]>>[CH3:1][O:2][C:3]([C:5]1[C:13]2[C:8](=[CH:9][CH:10]=[CH:11][CH:12]=2)[N:7]([CH2:21][C:20]2[CH:23]=[CH:24][C:17]([N+:14]([O-:16])=[O:15])=[CH:18][CH:19]=2)[CH:6]=1)=[O:4]. Procedure: 1-(4-Nitro-benzyl)-1H-indole-3-carboxylic acid methyl ester (I13220-11) was prepared from 1H-indole-3-carboxylic acid methyl ester and 4-nitrobenzyl bromide followed the procedure of Example 3 Step 1 as a yellow powder: 1H NMR (DMSO-d6) δ 3.83 (s, 3H), 5.70 (s, 2H), 7.23 (ddd, J=9.9, 4.6, 0.8 Hz, 2H), 7.47 (d, J=8.8 Hz, 2H), 7.50 (ddd, J=9.9, 4.6, 0.8 Hz, 1H), 8.05 (ddd, J=9.9, 4.6, 0.8 Hz, 1H), 8.19 (d, J=8.8 Hz, 2H), 8.40 (s, 1H); MS (ESI) m/z 311 (MH+), 309 ([M−H]−). Reactants: COC(=O)CN1N=NN=C1\C=C\1/CN(CCC1=O)C(C1=CC=CC=C1)(C1=CC=CC=C1)C1=CC=CC=C1 ((E)-3-{[1-(methoxycarbonylmethyl)-1H-tetrazol-5-yl]methylidene}-1-(triphenylmethyl)piperidin-4-one), [BH4-].[Na+] (sodium borohydride). Product: COC(=O)CN1N=NN=C1\C=C\1/CN(CCC1O)C(C1=CC=CC=C1)(C1=CC=CC=C1)C1=CC=CC=C1 ((E)-3-{[1-(Methoxycarbonylmethyl)-1H-tetrazol-5-yl]methylidene}-1-(triphenylmethyl)piperidin-4-ol). Yield: 67.9%. As a reaction SMILES: [CH3:1][O:2][C:3]([CH2:5][N:6]1[C:10](/[CH:11]=[C:12]2\[CH2:13][N:14]([C:19]([C:32]3[CH:37]=[CH:36][CH:35]=[CH:34][CH:33]=3)([C:26]3[CH:31]=[CH:30][CH:29]=[CH:28][CH:27]=3)[C:20]3[CH:25]=[CH:24][CH:23]=[CH:22][CH:21]=3)[CH2:15][CH2:16][C:17]\2=[O:18])=[N:9][N:8]=[N:7]1)=[O:4].[BH4-].[Na+]>>[CH3:1][O:2][C:3]([CH2:5][N:6]1[C:10](/[CH:11]=[C:12]2\[CH2:13][N:14]([C:19]([C:32]3[CH:33]=[CH:34][CH:35]=[CH:36][CH:37]=3)([C:26]3[CH:27]=[CH:28][CH:29]=[CH:30][CH:31]=3)[C:20]3[CH:21]=[CH:22][CH:23]=[CH:24][CH:25]=3)[CH2:15][CH2:16][CH:17]\2[OH:18])=[N:9][N:8]=[N:7]1)=[O:4] |f:1.2|. Reported procedure: Following a procedure similar to that described in Example 150-(d), (E)-3-{[1-(methoxycarbonylmethyl)-1H-tetrazol-5-yl]methylidene}-1-(triphenylmethyl)piperidin-4-one (Example 150-(c), 2.2 g) was reduced with sodium borohydride. Purification gave the title compound (1.5 g, yield: 68%) as a pale yellow amorphous solid. The reactants are CO (methanol), C(C1=CC=CC=C1)OC1=C(C=C(C=C1C(=O)N1C(SCC1)=S)C(=O)N1C(SCC1)=S)C(=O)N1C(SCC1)=S ([2-benzyloxy-3,5-bis-(2-thioxo-thiazolidine-3-carbonyl)-phenyl]-(2-thioxo-thiazolidin-3-yl)-methanone), COCCN (2-methoxyethylamine). The solvent is C(Cl)Cl (methylene chloride), ClCCl (dichloromethane), ClCCl (dichloromethane). Yields the product C(C1=CC=CC=C1)OC1=C(C=C(C(=O)NCCOC)C=C1C(=O)N1C(SCC1)=S)C(=O)N1C(SCC1)=S (4-benzyloxy-N-(2-methoxy-ethyl)-3,5-bis-(2-thioxo-thiazolidine-3-carbonyl)-benzamide). RXN SMILES: [CH2:1]([O:8][C:9]1[C:14]([C:15]([N:17]2[CH2:21][CH2:20][S:19][C:18]2=[S:22])=[O:16])=[CH:13][C:12]([C:23]([N:25]2[CH2:29][CH2:28]SC2=S)=[O:24])=[CH:11][C:10]=1[C:31]([N:33]1[CH2:37][CH2:36][S:35][C:34]1=[S:38])=[O:32])[C:2]1[CH:7]=[CH:6][CH:5]=[CH:4][CH:3]=1.[CH3:39][O:40]CCN.CO>ClCCl>[CH2:1]([O:8][C:9]1[C:14]([C:15]([N:17]2[CH2:21][CH2:20][S:19][C:18]2=[S:22])=[O:16])=[CH:13][C:12]([C:23]([NH:25][CH2:29][CH2:28][O:40][CH3:39])=[O:24])=[CH:11][C:10]=1[C:31]([N:33]1[CH2:37][CH2:36][S:35][C:34]1=[S:38])=[O:32])[C:2]1[CH:3]=[CH:4][CH:5]=[CH:6][CH:7]=1. Reported procedure: To a slurry of the trithiazolide 17 (31.0 g, 0.05 mol) in dichloromethane (600 mL), a solution of 2-methoxyethylamine (0.38 g, 5 mmol) in dichloromethane (30 mL) was added dropwise over 48 h. The reaction mixture was applied directly onto a gradient flash silica column (1-5% methanol in methylene chloride). The desired product was obtained as yellow, thick oil; yield 2.1 g (73% based on the methoxyethylamine). 25.8 g of unreacted starting trithiazolide was also recovered during the separation.